From a dataset of the Open Reaction Database (ORD), a public repository of structured organic reaction records. describe an organic reaction: reactants, conditions, products, and yield Reactants: C(\C=C\C)(=O)OCC (ethyl crotonate), C(CC)S (n-propyl mercaptan). The solvent is one. Reaction conditions: temperature 30 celsius. The product is C(C)OC(CC(C)SCCC)=O (Ethyl-3-(Propylthio)Butyrate). Reaction SMILES: [C:1]([O:6][CH2:7][CH3:8])(=[O:5])/[CH:2]=[CH:3]/[CH3:4].[CH2:9]([SH:12])[CH2:10][CH3:11]>>[CH2:7]([O:6][C:1](=[O:5])[CH2:2][CH:3]([S:12][CH2:9][CH2:10][CH3:11])[CH3:4])[CH3:8]. Procedure details: Into a 500 ml one neck flask equipped with reflux condenser, spin bar, and hot plate containing a built in magnetic stirrer, cooling bath and ultra-violet light source are placed 17.9 grams (0.157 moles) of ethyl crotonate and 12 grams (0.158 moles) of n-propyl mercaptan with stirring and maintaining the temperature at 30° C., the reaction mass is stirred after turning the ultraviolet light on. The reaction mass is continued to be stirred for a period of 8 hours. At the end of the 8 hour period,... The reactants are COC(=O)c1c(F)cc(C(N)=O)cc1Cl, C1COCCO1, O=C(OC(=O)C(F)(F)F)C(F)(F)F, c1ccncc1. Product: COC(=O)c1c(F)cc(C#N)cc1Cl. Reaction SMILES: [C:1]([NH2:2])(=[O:3])[c:4]1[cH:5][c:6]([Cl:15])[c:7]([C:8](=[O:9])[O:10][CH3:11])[c:12]([F:14])[cH:13]1.[CH2:35]1[O:36][CH2:37][CH2:38][O:39][CH2:40]1.[F:22][C:23]([F:24])([F:25])[C:26]([O:27][C:28](=[O:29])[C:30]([F:31])([F:32])[F:33])=[O:34].[cH:16]1[cH:17][cH:18][n:19][cH:20][cH:21]1>>[C:1](#[N:2])[c:4]1[cH:5][c:6]([Cl:15])[c:7]([C:8](=[O:9])[O:10][CH3:11])[c:12]([F:14])[cH:13]1.